Dataset: the Open Reaction Database (ORD), a public repository of structured organic reaction records. Task: describe an organic reaction: reactants, conditions, products, and yield Starting materials: CC(C)C(=O)Nc1cccc(C2CCNCC2)c1, O=Cc1ccc(N2CCOCC2)cc1. Product: CC(C)C(=O)Nc1cccc(C2CCN(Cc3ccc(N4CCOCC4)cc3)CC2)c1. As a reaction SMILES: [CH3:15][CH:16]([C:17](=[O:18])[NH:19][c:20]1[cH:21][c:22]([CH:26]2[CH2:27][CH2:28][NH:29][CH2:30][CH2:31]2)[cH:23][cH:24][cH:25]1)[CH3:32].[O:1]1[CH2:2][CH2:3][N:4]([c:7]2[cH:8][cH:9][c:10]([CH:11]=[O:12])[cH:13][cH:14]2)[CH2:5][CH2:6]1>>[O:1]1[CH2:2][CH2:3][N:4]([c:7]2[cH:8][cH:9][c:10]([CH2:11][N:29]3[CH2:28][CH2:27][CH:26]([c:22]4[cH:21][c:20]([NH:19][C:17]([CH:16]([CH3:15])[CH3:32])=[O:18])[cH:25][cH:24][cH:23]4)[CH2:31][CH2:30]3)[cH:13][cH:14]2)[CH2:5][CH2:6]1. The reactants are O=C1C2CCCC2Nc2ccccc2N1Cc1ccccc1, CI, CN(C)C=O, [H-], [Na+], [Na+], O, O=C([O-])O. Product: CN1c2ccccc2N(Cc2ccccc2)C(=O)C2CCCC21. RXN SMILES: [CH2:1]([c:2]1[cH:3][cH:4][cH:5][cH:6][cH:7]1)[N:8]1[c:9]2[c:10]([cH:19][cH:20][cH:21][cH:22]2)[NH:11][CH:12]2[CH:13]([C:14]1=[O:15])[CH2:16][CH2:17][CH2:18]2.[CH3:25][I:26].[CH3:32][N:33]([CH3:34])[CH:35]=[O:36].[H-:23].[Na+:24].[Na+:27].[OH2:37].[OH:28][C:29](=[O:30])[O-:31]>>[CH2:1]([c:2]1[cH:3][cH:4][cH:5][cH:6][cH:7]1)[N:8]1[c:9]2[c:10]([cH:19][cH:20][cH:21][cH:22]2)[N:11]([CH3:29])[CH:12]2[CH:13]([C:14]1=[O:15])[CH2:16][CH2:17][CH2:18]2. Starting materials: C[Si](CCOCN(C1=CC(=NC=2N1N=CC2)C2CCC(CC2)=O)COCC[Si](C)(C)C)(C)C (4-(7-(bis((2-(trimethylsilyl)ethoxy)methyl)amino)pyrazolo[1,5-a]pyrimidin-5-yl)cyclohexanone), NC1=CC(=NC=2N1N=CC2)C2CC(CCC2)=O (3-(7-aminopyrazolo[1,5-a]pyrimidin-5-yl)cyclohexanone), NC1=CC(=NC=2N1N=CC2)C2CCC(CC2)=O (4-(7-aminopyrazolo[1,5-a]pyrimidin-5-yl)cyclohexanone). Product: C[Si](CCOCN(C1=CC(=NC=2N1N=CC2)C2CC(CCC2)=O)COCC[Si](C)(C)C)(C)C (3-(7-(Bis((2-(trimethylsilyl)ethoxy)methyl)amino)pyrazolo[1,5-a]pyrimidin-5-yl)cyclohexanone). Reaction SMILES: [CH3:1][Si:2]([CH3:33])([CH3:32])[CH2:3][CH2:4][O:5][CH2:6][N:7]([CH2:24][O:25][CH2:26][CH2:27][Si:28]([CH3:31])([CH3:30])[CH3:29])[C:8]1[N:13]2[N:14]=[CH:15][CH:16]=[C:12]2[N:11]=[C:10]([CH:17]2[CH2:22][CH2:21][C:20](=O)[CH2:19][CH2:18]2)[CH:9]=1.NC1N2N=CC=C2N=C(C2CCCC(=[O:50])C2)C=1.NC1N2N=CC=C2N=C(C2CCC(=O)CC2)C=1>>[CH3:30][Si:28]([CH3:29])([CH3:31])[CH2:27][CH2:26][O:25][CH2:24][N:7]([CH2:6][O:5][CH2:4][CH2:3][Si:2]([CH3:1])([CH3:33])[CH3:32])[C:8]1[N:13]2[N:14]=[CH:15][CH:16]=[C:12]2[N:11]=[C:10]([CH:17]2[CH2:22][CH2:21][CH2:20][C:19](=[O:50])[CH2:18]2)[CH:9]=1. Procedure details: 3-(7-(Bis((2-(trimethylsilyl)ethoxy)methyl)amino)pyrazolo[1,5-a]pyrimidin-5-yl)cyclohexanone was synthesized in a manner similar to the synthesis of 4-(7-(bis((2-(trimethylsilyl)ethoxy)methyl)amino)pyrazolo[1,5-a]pyrimidin-5-yl)cyclohexanone, but 3-(7-aminopyrazolo[1,5-a]pyrimidin-5-yl)cyclohexanone substituted for 4-(7-aminopyrazolo[1,5-a]pyrimidin-5-yl)cyclohexanone. The reactants are C(#N)[BH3-].[Na+] (sodium cyanoborohydride), C1CCOC1 (THF), FC1=C(C=C(C=C1)C)NC(=O)NC1=CC=C(OC2=CC(=NC=C2)C2=CC(=CN2)C(=O)NCC=O)C=C1 (5-{4-[4-({[(2-fluoro-5-methylphenyl)amino]carbonyl}amino)phenoxy]pyridin-2-yl}-N-(2-oxoethyl)-1H-pyrrole-3-carboxamide), N1(CCNCC1)CC(=O)OCC (ethyl piperazinoacetate), C(C)(=O)O (acetic acid). Solvent: O (water), CN(C)C=O (DMF). Conditions: time 30 minute. Yields the product FC1=C(C=C(C=C1)C)NC(=O)NC1=CC=C(OC2=CC(=NC=C2)C2=CC(=CN2)C(=O)NCCN2CCN(CC2)CC(=O)OCC)C=C1 (ethyl [4-(2-{[(5-{4-[4-({[(2-fluoro-5-methylphenyl)amino]carbonyl}amino)phenoxy]pyridin-2-yl}-1H-pyrrol-3-yl)carbonyl]amino}ethyl)piperazin-1-yl]acetate). RXN SMILES: [F:1][C:2]1[CH:7]=[CH:6][C:5]([CH3:8])=[CH:4][C:3]=1[NH:9][C:10]([NH:12][C:13]1[CH:36]=[CH:35][C:16]([O:17][C:18]2[CH:23]=[CH:22][N:21]=[C:20]([C:24]3[NH:28][CH:27]=[C:26]([C:29]([NH:31][CH2:32][CH:33]=O)=[O:30])[CH:25]=3)[CH:19]=2)=[CH:15][CH:14]=1)=[O:11].[N:37]1([CH2:43][C:44]([O:46][CH2:47][CH3:48])=[O:45])[CH2:42][CH2:41][NH:40][CH2:39][CH2:38]1.C(O)(=O)C.C([BH3-])#N.[Na+].C1COCC1>CN(C=O)C.O>[F:1][C:2]1[CH:7]=[CH:6][C:5]([CH3:8])=[CH:4][C:3]=1[NH:9][C:10]([NH:12][C:13]1[CH:14]=[CH:15][C:16]([O:17][C:18]2[CH:23]=[CH:22][N:21]=[C:20]([C:24]3[NH:28][CH:27]=[C:26]([C:29]([NH:31][CH2:32][CH2:33][N:40]4[CH2:41][CH2:42][N:37]([CH2:43][C:44]([O:46][CH2:47][CH3:48])=[O:45])[CH2:38][CH2:39]4)=[O:30])[CH:25]=3)[CH:19]=2)=[CH:35][CH:36]=1)=[O:11] |f:3.4|. Procedure: To a stirred solution of 5-{4-[4-({[(2-fluoro-5-methylphenyl)amino]carbonyl}amino)phenoxy]pyridin-2-yl}-N-(2-oxoethyl)-1H-pyrrole-3-carboxamide (200 mg, 0.41 mmol) and ethyl piperazinoacetate (141 mg, 0.82 mmol) in anhydrous DMF (10 ml) was added acetic acid (10 mg, 0.17 mmol). The mixture was stirred under nitrogen for 30 minutes, followed by addition of 1M sodium cyanoborohydride solution in THF (0.8 ml, 0.8 mmol). The reaction mixture was stirred for another hour, and poured into 100 ml of wa... The reactants are O=C(O)C(CC1CCCCCCC1)N1Cc2ccccc2C1=O, O=C(Nc1nccs1)C(CC1CCCCC1)N1Cc2ccccc2C1=O, Nc1nccs1. Product: O=C(Nc1nccs1)C(CC1CCCCCCC1)N1Cc2ccccc2C1=O. As a reaction SMILES: [CH:1]1([CH2:9][CH:10]([C:11](=[O:12])[OH:13])[N:14]2[C:15](=[O:23])[c:16]3[cH:17][cH:18][cH:19][cH:20][c:21]3[CH2:22]2)[CH2:2][CH2:3][CH2:4][CH2:5][CH2:6][CH2:7][CH2:8]1.[CH:30]1([CH2:31][CH:32]([N:33]2[CH2:34][c:35]3[c:36]([cH:37][cH:38][cH:39][cH:40]3)[C:41]2=[O:42])[C:43]([NH:44][c:45]2[s:46][cH:47][cH:48][n:49]2)=[O:50])[CH2:51][CH2:52][CH2:53][CH2:54][CH2:55]1.[NH2:24][c:25]1[s:26][cH:27][cH:28][n:29]1>>[CH:1]1([CH2:9][CH:10]([C:11](=[O:13])[NH:24][c:25]2[s:26][cH:27][cH:28][n:29]2)[N:14]2[C:15](=[O:23])[c:16]3[cH:17][cH:18][cH:19][cH:20][c:21]3[CH2:22]2)[CH2:2][CH2:3][CH2:4][CH2:5][CH2:6][CH2:7][CH2:8]1. Reaction SMILES: [CH3:1][Si:2]([CH3:42])([CH3:41])[CH2:3][CH2:4][O:5][CH2:6][N:7]([CH2:33][O:34][CH2:35][CH2:36][Si:37]([CH3:40])([CH3:39])[CH3:38])[C:8]1[N:13]2[N:14]=[CH:15][C:16](I)=[C:12]2[N:11]=[C:10]([CH:18]2[CH2:24][CH:23]3[N:25]([C:26]([O:28][C:29]([CH3:32])([CH3:31])[CH3:30])=[O:27])[CH:20]([CH2:21][CH2:22]3)[CH2:19]2)[CH:9]=1.[F:43][C:44]1[CH:49]=[CH:48][CH:47]=[C:46]([F:50])[C:45]=1[C:51]1[CH:56]=[CH:55][C:54](B2OC(C)(C)C(C)(C)O2)=[CH:53][N:52]=1.ClCCl.C(=O)([O-])[O-].[K+].[K+]>>[CH3:1][Si:2]([CH3:42])([CH3:41])[CH2:3][CH2:4][O:5][CH2:6][N:7]([CH2:33][O:34][CH2:35][CH2:36][Si:37]([CH3:40])([CH3:39])[CH3:38])[C:8]1[N:13]2[N:14]=[CH:15][C:16]([C:54]3[CH:53]=[N:52][C:51]([C:45]4[C:46]([F:50])=[CH:47][CH:48]=[CH:49][C:44]=4[F:43])=[CH:56][CH:55]=3)=[C:12]2[N:11]=[C:10]([CH:18]2[CH2:24][CH:23]3[N:25]([C:26]([O:28][C:29]([CH3:32])([CH3:31])[CH3:30])=[O:27])[CH:20]([CH2:21][CH2:22]3)[CH2:19]2)[CH:9]=1 |f:3.4.5|. Yield: 50.3%. Procedure: tert-Butyl 3-[7-(bis{[2-(trimethylsilyl)ethoxy]methyl}amino)-3-iodopyrazolo[1,5-a]pyrimidin-5-yl]-8-azabicyclo[3.2.1]octane-8-carboxylate (1.26 g, 1.73 mmol), 2-(2,6-difluorophenyl)-5-(4,4,5,5-tetramethyl-1,3,2-dioxaborolan-2-yl)pyridine (0.88 g, 2.1 mmol), [1,1′-Bis(diphenylphosphino)ferrocene]dichloropalladium(II)complex with dichloromethane (1:1) (141 mg, 0.173 mmol), and potassium carbonate (0.716 g, 5.18 mmol) were placed in a 100-mL round bottom flask equipped with a reflux condenser and r... Yields the product C[Si](CCOCN(C1=CC(=NC=2N1N=CC2C=2C=NC(=CC2)C2=C(C=CC=C2F)F)C2CC1CCC(C2)N1C(=O)OC(C)(C)C)COCC[Si](C)(C)C)(C)C (tert-butyl 3-{7-(bis{[2-(trimethylsilyl)ethoxy]methyl}amino)-3-[6-(2,6-difluorophenyl)pyridin-3-yl]pyrazolo[1,5-a]pyrimidin-5-yl}-8-azabicyclo[3.2.1]octane-8-carboxylate). The reactants are C[Si](CCOCN(C1=CC(=NC=2N1N=CC2I)C2CC1CCC(C2)N1C(=O)OC(C)(C)C)COCC[Si](C)(C)C)(C)C (tert-Butyl 3-[7-(bis{[2-(trimethylsilyl)ethoxy]methyl}amino)-3-iodopyrazolo[1,5-a]pyrimidin-5-yl]-8-azabicyclo[3.2.1]octane-8-carboxylate), FC1=C(C(=CC=C1)F)C1=NC=C(C=C1)B1OC(C(O1)(C)C)(C)C (2-(2,6-difluorophenyl)-5-(4,4,5,5-tetramethyl-1,3,2-dioxaborolan-2-yl)pyridine), [1,1′-Bis(diphenylphosphino)ferrocene]dichloropalladium(II)complex, ClCCl (dichloromethane), C([O-])([O-])=O.[K+].[K+] (potassium carbonate). Conditions: temperature 95 celsius.